describe an organic reaction: reactants, conditions, products, and yield From a dataset of the Open Reaction Database (ORD), a public repository of structured organic reaction records. The reactants are C(C)(=O)O (acetic acid), ClC1=C(C(=O)N2C=C(C=3C2=NC=C(C3)B3OC(C(O3)(C)C)(C)C)C(=O)C=3C(=C(C=CC3F)NS(=O)(=O)CCC)F)C(=CC=C1)Cl (propane-1-sulfonic acid {3-[1-(2,6-dichloro-benzoyl)-5-(4,4,5,5-tetramethyl-[1,3,2]dioxaborolan-2-yl)-1H-pyrrolo[2,3-b]pyridine-3-carbonyl]-2,4-difluoro-phenyl}-amide), BrC=1C=NN(C1)C1=NC=CC=N1 (2-(4-bromo-pyrazol-1-yl)-pyrimidine), C([O-])([O-])=O.[K+].[K+] (potassium carbonate). Reagents/catalysts: C1=CC=C(C=C1)P([C-]2C=CC=C2)C3=CC=CC=C3.C1=CC=C(C=C1)P([C-]2C=CC=C2)C3=CC=CC=C3.Cl[Pd]Cl.[Fe+2] ([1,1′-bis(diphenylphosphino)ferrocene]dichloro-palladium (II)). Run in C(C)#N (acetonitrile). Product: FC1=C(C=CC(=C1C(=O)C1=CNC2=NC=C(C=C21)C=2C=NN(C2)C2=NC=CC=N2)F)NS(=O)(=O)CCC (propane-1-sulfonic acid {2,4-difluoro-3-[5-(1-pyrimidin-2-yl-1H-pyrazol-4-yl)-1H-pyrrolo[2,3-b]pyridine-3-carbonyl]-phenyl}-amide). As a reaction SMILES: ClC1C=CC=C(Cl)C=1C([N:6]1[C:10]2=[N:11][CH:12]=[C:13](B3OC(C)(C)C(C)(C)O3)[CH:14]=[C:9]2[C:8]([C:24]([C:26]2[C:27]([F:40])=[C:28]([NH:33][S:34]([CH2:37][CH2:38][CH3:39])(=[O:36])=[O:35])[CH:29]=[CH:30][C:31]=2[F:32])=[O:25])=[CH:7]1)=O.Br[C:47]1[CH:48]=[N:49][N:50]([C:52]2[N:57]=[CH:56][CH:55]=[CH:54][N:53]=2)[CH:51]=1.C(=O)([O-])[O-].[K+].[K+].C(O)(=O)C>C(#N)C.C1C=CC(P(C2C=CC=CC=2)[C-]2C=CC=C2)=CC=1.C1C=CC(P(C2C=CC=CC=2)[C-]2C=CC=C2)=CC=1.Cl[Pd]Cl.[Fe+2]>[F:40][C:27]1[C:26]([C:24]([C:8]2[C:9]3[C:10](=[N:11][CH:12]=[C:13]([C:47]4[CH:48]=[N:49][N:50]([C:52]5[N:57]=[CH:56][CH:55]=[CH:54][N:53]=5)[CH:51]=4)[CH:14]=3)[NH:6][CH:7]=2)=[O:25])=[C:31]([F:32])[CH:30]=[CH:29][C:28]=1[NH:33][S:34]([CH2:37][CH2:38][CH3:39])(=[O:36])=[O:35] |f:2.3.4,7.8.9.10|. Procedure: To a solution of propane-1-sulfonic acid {3-[1-(2,6-dichloro-benzoyl)-5-(4,4,5,5-tetramethyl-[1,3,2]dioxaborolan-2-yl)-1H-pyrrolo[2,3-b]pyridine-3-carbonyl]-2,4-difluoro-phenyl}-amide (32, 18 mg, 0.026 mmol) and 2-(4-bromo-pyrazol-1-yl)-pyrimidine (33, 4.95 mg, 0.022 mmol) in 800 μL of acetonitrile is added 400 μL of 1M aqueous potassium carbonate and approximately 1-2 mg of [1,1′-bis(diphenylphosphino)ferrocene]dichloro-palladium (II) (PdCl2 dppf). The reaction mixture is microwave irradiated a...